This data is from the Open Reaction Database (ORD), a public repository of structured organic reaction records. The task is: describe an organic reaction: reactants, conditions, products, and yield The reactants are thymidine phosphory, NC1=NC(=C2N=CN(C2=N1)NC)CC (2-Amino-6-ethylmethylamino-9H-purine), Purine nucleoside, F[C@H]1C[C@@H](O[C@@H]1CO)N1C(=O)NC(=O)C=C1 (2',3'-dide-oxy-3'-fluorouridine), [N-]=[N+]=[N-].[K+] (potassium azide), CO (MeOH). The solvent is P(=O)([O-])([O-])[O-].[K+].[K+].[K+] (potassium phosphate). Conditions: temperature 45 celsius, time 7 day. Product: F[C@H]1C[C@@H](O[C@@H]1CO)N1C2=NC=NC=C2N=C1 (9-(2,3-dideoxy-3-fluoro-β-D-erythro-pentofura-nosyl)-9H-purine). The yield is 42.0%. RXN SMILES: N[C:2]1[N:10]=[C:9]2[C:5]([N:6]=[CH:7][N:8]2NC)=[C:4](CC)[N:3]=1.[F:15][C@@H:16]1[C@@H:20]([CH2:21][OH:22])[O:19][C@@H:18](N2C=CC(=O)NC2=O)[CH2:17]1.[N-]=[N+]=[N-].[K+].CO>P([O-])([O-])([O-])=O.[K+].[K+].[K+]>[F:15][C@@H:16]1[C@@H:20]([CH2:21][OH:22])[O:19][C@@H:18]([N:8]2[CH:7]=[N:6][C:5]3[C:9]2=[N:10][CH:2]=[N:3][CH:4]=3)[CH2:17]1 |f:2.3,5.6.7.8|. Reported procedure: 2-Amino-6-ethylmethylamino-9H-purine (0.5 g, 2.6 mmoles) and 2',3'-dide-oxy-3'-fluorouridine (0.5 g, 2.2 mmoles) were suspended in potassium phosphate buffer (50 ml, 10 mM), pH 7.0, containing potassium azide 0.04%. Purine nucleoside phosphorylase (1120 I.U.) and thymidine phosphory-lase (10,000 I.U.) (Krenitsky et al., Biochemistry, 20, 3615 (1981) and U.S. Pat. No. 4,381,344) immobilized on DEAE cellulose was added to the reaction and the suspension was stirred at 45° C. After 7 days, MeOH (17... Starting materials: C1=CC=C(C=C1)NC2=CC=C(C=C2)N=O (4-nitrosodiphenylamine), N1=CC=CC=C1 (pyridine), C1(=CC=CC=C1)C (toluene), C(C)(=O)OC(C)=O (acetic anhydride). Run in O (water), O (water). Conditions: temperature 5 celsius, time 2 hour. Product: C(C)(=O)ON=C1C=CC(C=C1)=NC1=CC=CC=C1 (N-{4[(acetyloxy)imino]-2,5-cyclohexadien-1-ylidene}aniline). Reaction SMILES: [CH:1]1[CH:6]=[CH:5][C:4]([NH:7][C:8]2[CH:13]=[CH:12][C:11]([N:14]=[O:15])=[CH:10][CH:9]=2)=[CH:3][CH:2]=1.N1C=CC=CC=1.C1(C)C=CC=CC=1.[C:29](OC(=O)C)(=[O:31])[CH3:30]>O>[C:29]([O:15][N:14]=[C:11]1[CH:12]=[CH:13][C:8](=[N:7][C:4]2[CH:3]=[CH:2][CH:1]=[CH:6][CH:5]=2)[CH:9]=[CH:10]1)(=[O:31])[CH3:30]. Reported procedure: A solution was prepared by mixing 4-nitrosodiphenylamine, 19.8 grams, (0.10 mole), pyridine, 8.6 grams, (0.11 mole), and toluene, 10 mL, in a suitable reaction flask. The solution was cooled to 5° C. and acetic anhydride, 11.22 grams, (0.11 mole) was added slowly. The mixture was stirred for 2 hours and allowed to come to room temperature. The reaction mixture was mixed with a quantity of water, allowed to stand until the water layer separated, and the water layer was discarded. The toluene solu... The product is C(C1=CC=CC=C1)N1C(=NC=C1)C(=O)OCCCC (Butyl 1-benzylimidazole-2-carboxylate). Yield: 88.0%. Reported procedure: 5.4 g (32.1 mmol) of butyl imidazole-2-carboxylate were reacted with 4.1 g (32.1 mmol) of benzyl chloride analogously to procedure 8a. 7.3 g (78%) of the product were obtained. The reactants are N1C(=NC=C1)C(=O)OCCCC (butyl imidazole-2-carboxylate), C(C1=CC=CC=C1)Cl (benzyl chloride). RXN SMILES: [NH:1]1[CH:5]=[CH:4][N:3]=[C:2]1[C:6]([O:8][CH2:9][CH2:10][CH2:11][CH3:12])=[O:7].[CH2:13](Cl)[C:14]1[CH:19]=[CH:18][CH:17]=[CH:16][CH:15]=1>>[CH2:13]([N:1]1[CH:5]=[CH:4][N:3]=[C:2]1[C:6]([O:8][CH2:9][CH2:10][CH2:11][CH3:12])=[O:7])[C:14]1[CH:19]=[CH:18][CH:17]=[CH:16][CH:15]=1. Starting materials: ClC1=CC(=C(CN2N=CC3=CC(=CC=C23)\C=C/2\C(NC(S2)=O)=O)C=C1)C(F)(F)F ((5Z)-5-({1-[4-chloro-2-(trifluoromethyl)benzyl]-1H-indazol-5-yl}methylidene)-2,4-dioxo-1,3-thiazolidine), Br.BrCC1=NC=CC=C1 (2-(bromomethyl)pyridine hydrobromide). The product is ClC1=CC(=C(CN2N=CC3=CC(=CC=C23)\C=C/2\C(N(C(S2)=O)CC2=NC=CC=C2)=O)C=C1)C(F)(F)F ((5Z)-5-({1-[4-Chloro-2-(trifluoromethyl)benzyl]-1H-indazol-5-yl}methylidene)-3-(pyridin-2-ylmethyl)-1,3-thiazolidine-2,4-dione). Reaction SMILES: [Cl:1][C:2]1[CH:25]=[CH:24][C:5]([CH2:6][N:7]2[C:15]3[C:10](=[CH:11][C:12](/[CH:16]=[C:17]4/[C:18](=[O:23])[NH:19][C:20](=[O:22])[S:21]/4)=[CH:13][CH:14]=3)[CH:9]=[N:8]2)=[C:4]([C:26]([F:29])([F:28])[F:27])[CH:3]=1.Br.Br[CH2:32][C:33]1[CH:38]=[CH:37][CH:36]=[CH:35][N:34]=1>>[Cl:1][C:2]1[CH:25]=[CH:24][C:5]([CH2:6][N:7]2[C:15]3[C:10](=[CH:11][C:12](/[CH:16]=[C:17]4/[C:18](=[O:23])[N:19]([CH2:32][C:33]5[CH:38]=[CH:37][CH:36]=[CH:35][N:34]=5)[C:20](=[O:22])[S:21]/4)=[CH:13][CH:14]=3)[CH:9]=[N:8]2)=[C:4]([C:26]([F:27])([F:29])[F:28])[CH:3]=1 |f:1.2|. Procedure: (5Z)-5-({1-[4-Chloro-2-(trifluoromethyl)benzyl]-1H-indazol-5-yl}methylidene)-3-(pyridin-2-ylmethyl)-1,3-thiazolidine-2,4-dione was prepared from [(5Z)-5-({1-[4-chloro-2-(trifluoromethyl)benzyl]-1H-indazol-5-yl}methylidene)-2,4-dioxo-1,3-thiazolidine (from Example 1) and 2-(bromomethyl)pyridine hydrobromide following General Procedure H.